From a dataset of the Open Reaction Database (ORD), a public repository of structured organic reaction records. describe an organic reaction: reactants, conditions, products, and yield Reactants: FC(CNC(=O)C1(C2=CC=CC=C2OC=2C=CC=CC12)CCCBr)(F)F (3-[9-(2,2,2-Trifluoroethylcarbamoyl)-9H-xanthen-9-yl]propyl bromide), C(C1=CC=CC=C1)N1C(C2=CC(=CC=C2C=N1)N1CCNCC1)=O (2-benzyl-7-piperazinyl-2H-phthalazin-1-one). Yields the product C(C1=CC=CC=C1)N1C(C2=CC(=CC=C2C=N1)N1CCN(CC1)CCCC1(C2=CC=CC=C2OC=2C=CC=CC12)C(NCC(F)(F)F)=O)=O (2-Benzyl-7-[4-[3-[9-(2,2,2-trifluoroethylcarbamoyl)-9H-xanthen-9-yl]propyl]-piperazin-1-yl]-2H-phthalazin-1-one). As a reaction SMILES: [F:1][C:2]([F:26])([F:25])[CH2:3][NH:4][C:5]([C:7]1([CH2:21][CH2:22][CH2:23]Br)[C:20]2[CH:19]=[CH:18][CH:17]=[CH:16][C:15]=2[O:14][C:13]2[C:8]1=[CH:9][CH:10]=[CH:11][CH:12]=2)=[O:6].[CH2:27]([N:34]1[N:43]=[CH:42][C:41]2[C:36](=[CH:37][C:38]([N:44]3[CH2:49][CH2:48][NH:47][CH2:46][CH2:45]3)=[CH:39][CH:40]=2)[C:35]1=[O:50])[C:28]1[CH:33]=[CH:32][CH:31]=[CH:30][CH:29]=1>>[CH2:27]([N:34]1[N:43]=[CH:42][C:41]2[C:36](=[CH:37][C:38]([N:44]3[CH2:45][CH2:46][N:47]([CH2:23][CH2:22][CH2:21][C:7]4([C:5](=[O:6])[NH:4][CH2:3][C:2]([F:26])([F:25])[F:1])[C:20]5[CH:19]=[CH:18][CH:17]=[CH:16][C:15]=5[O:14][C:13]5[C:8]4=[CH:9][CH:10]=[CH:11][CH:12]=5)[CH2:48][CH2:49]3)=[CH:39][CH:40]=2)[C:35]1=[O:50])[C:28]1[CH:33]=[CH:32][CH:31]=[CH:30][CH:29]=1. Reported procedure: Step (c) of Example 92 was repeated, except that the compound prepared in step (b) of Example 114 and the compound prepared in step (e) of Example 137 were used as the starting compounds. Thus, the title compound was obtained.